From a dataset of the Open Reaction Database (ORD), a public repository of structured organic reaction records. describe an organic reaction: reactants, conditions, products, and yield Reactants: CC(C)(C)OC(=O)N1C(Cc2ccccc2F)C(Cc2ncccc2C(=O)O)OC1(C)C, NC1CC1. Yields the product CC(C)(C)OC(=O)N1C(Cc2ccccc2F)C(Cc2ncccc2C(=O)NC2CC2)OC1(C)C. Reaction SMILES: [C:1]([CH3:2])([CH3:3])([CH3:4])[O:5][C:6](=[O:7])[N:8]1[C:9]([CH3:31])([CH3:32])[O:10][CH:11]([CH2:21][c:22]2[c:23]([C:24](=[O:25])[OH:26])[cH:27][cH:28][cH:29][n:30]2)[CH:12]1[CH2:13][c:14]1[c:15]([F:20])[cH:16][cH:17][cH:18][cH:19]1.[CH:33]1([NH2:36])[CH2:34][CH2:35]1>>[C:1]([CH3:2])([CH3:3])([CH3:4])[O:5][C:6](=[O:7])[N:8]1[C:9]([CH3:31])([CH3:32])[O:10][CH:11]([CH2:21][c:22]2[c:23]([C:24](=[O:25])[NH:36][CH:33]3[CH2:34][CH2:35]3)[cH:27][cH:28][cH:29][n:30]2)[CH:12]1[CH2:13][c:14]1[c:15]([F:20])[cH:16][cH:17][cH:18][cH:19]1. The reactants are CN(CC(=O)O)NC(=O)NCc1ccccc1, CCN=C=NCCCN(C)C, CN(C)c1ccncc1, CCOC(C)=O, ClCCl, CCOC(OCC)C(C)N(Cc1cccc2ccccc12)C(=O)C(N)Cc1ccc(OC(C)(C)C)cc1, Oc1cccc2[nH]nnc12. As a reaction SMILES: [CH2:1]([c:2]1[cH:3][cH:4][cH:5][cH:6][cH:7]1)[NH:8][C:9](=[O:10])[NH:11][N:12]([CH3:13])[CH2:14][C:15](=[O:16])[OH:17].[CH2:28]([N:29]=[C:30]=[N:31][CH2:32][CH2:33][CH2:34][N:35]([CH3:36])[CH3:37])[CH3:38].[CH3:79][N:80]([CH3:81])[c:82]1[cH:83][cH:84][n:85][cH:86][cH:87]1.[CH3:88][CH2:89][O:90][C:91](=[O:92])[CH3:93].[Cl:76][CH2:77][Cl:78].[NH2:39][CH:40]([C:41](=[O:42])[N:43]([CH2:44][c:45]1[cH:46][cH:47][cH:48][c:49]2[cH:50][cH:51][cH:52][cH:53][c:54]12)[CH:55]([CH:56]([O:57][CH2:58][CH3:59])[O:60][CH2:61][CH3:62])[CH3:63])[CH2:64][c:65]1[cH:66][cH:67][c:68]([O:71][C:72]([CH3:73])([CH3:74])[CH3:75])[cH:69][cH:70]1.[OH:18][c:19]1[c:20]2[n:21][n:22][nH:23][c:24]2[cH:25][cH:26][cH:27]1>>[CH2:1]([c:2]1[cH:3][cH:4][cH:5][cH:6][cH:7]1)[NH:8][C:9](=[O:10])[NH:11][N:12]([CH3:13])[CH2:14][C:15](=[O:17])[NH:39][CH:40]([C:41](=[O:42])[N:43]([CH2:44][c:45]1[cH:46][cH:47][cH:48][c:49]2[cH:50][cH:51][cH:52][cH:53][c:54]12)[CH:55]([CH:56]([O:57][CH2:58][CH3:59])[O:60][CH2:61][CH3:62])[CH3:63])[CH2:64][c:65]1[cH:66][cH:67][c:68]([O:71][C:72]([CH3:73])([CH3:74])[CH3:75])[cH:69][cH:70]1. The product is CCOC(OCC)C(C)N(Cc1cccc2ccccc12)C(=O)C(Cc1ccc(OC(C)(C)C)cc1)NC(=O)CN(C)NC(=O)NCc1ccccc1. Starting materials: C(C)(C)(C)OC(=O)NCCN(C(OC(C)(C)C)=O)C1=CC(=CC=C1)[N+](=O)[O-] (tert-butyl (2-((tert-butoxycarbonyl)amino)ethyl)(3-nitrophenyl)carbamate). Reagents/catalysts: [C].[Pd] (palladium-carbon). Solvent: CO (methanol), CO (methanol). Reaction conditions: time 30 minute. The product is C(C)(C)(C)OC(N(CCNC(=O)OC(C)(C)C)C1=CC(=CC=C1)N)=O (tert-butyl(3 -aminophenyl)(2-((tert-butoxycarbonyl)amino)ethyl)carbamate). Isolated yield 30.4%. Reaction SMILES: [C:1]([O:5][C:6]([NH:8][CH2:9][CH2:10][N:11]([C:19]1[CH:24]=[CH:23][CH:22]=[C:21]([N+:25]([O-])=O)[CH:20]=1)[C:12](=[O:18])[O:13][C:14]([CH3:17])([CH3:16])[CH3:15])=[O:7])([CH3:4])([CH3:3])[CH3:2]>CO.[C].[Pd]>[C:14]([O:13][C:12](=[O:18])[N:11]([C:19]1[CH:24]=[CH:23][CH:22]=[C:21]([NH2:25])[CH:20]=1)[CH2:10][CH2:9][NH:8][C:6]([O:5][C:1]([CH3:3])([CH3:4])[CH3:2])=[O:7])([CH3:15])([CH3:16])[CH3:17] |f:2.3|. Procedure: To a suspension of 10% palladium-carbon (500 mg) in methanol (4 mL), tert-butyl (2-((tert-butoxycarbonyl)amino)ethyl)(3-nitrophenyl)carbamate (B12, 500 mg) was added at room temperature, and the mixture was stirred at room temperature for 1 hour and 30 minutes under a hydrogen atmosphere. To the reaction mixture, methanol was added, the insoluble matter was removed by filtration through Cerite, and then the solvent was evaporated under reduced pressure. The obtained residue was purified by basic... The product is CS(=O)(=O)c1ccc(CN2CCCNCC2)cc1. The reactants are CS(=O)(=O)c1ccc(CCl)cc1, CC(=O)Cl, CCO, C1CNCCNC1. Reaction SMILES: [CH3:12][S:13](=[O:14])(=[O:15])[c:16]1[cH:17][cH:18][c:19]([CH2:20][Cl:21])[cH:22][cH:23]1.[CH3:1][C:2](=[O:3])[Cl:4].[CH3:24][CH2:25][OH:26].[NH:5]1[CH2:6][CH2:7][NH:8][CH2:9][CH2:10][CH2:11]1>>[N:5]1([CH2:20][c:19]2[cH:18][cH:17][c:16]([S:13]([CH3:12])(=[O:14])=[O:15])[cH:23][cH:22]2)[CH2:6][CH2:7][NH:8][CH2:9][CH2:10][CH2:11]1. Reactants: C([C@@H](O)[C@@H](O)[C@@H](O)[C@H](O)CO)O (talitol), C([C@@H](O)[C@H](O)[C@H](O)[C@H](O)CO)O (altritol), C([C@H](C([C@@H](CO)O)O)O)O (arabitol), C([C@@H](O)[C@H](O)[C@@H](O)[C@H](O)CO)O (iditol), C([C@H](O)[C@H](O)[C@H](O)[C@H](O)CO)O (allitol), C([C@H](O)[C@H](O)[C@H](O)CO)O (ribitol). Yields the product C([C@H](O)[C@@H](O)[C@@H](O)[C@H](O)CO)O (galactitol). Reaction SMILES: [CH2:1]([OH:12])[C@H:2]([C@H:4]([C@H:6]([C@@H:8]([CH2:10][OH:11])[OH:9])[OH:7])[OH:5])[OH:3].C(O)[C@H]([C@@H]([C@H]([C@@H](CO)O)O)O)O.C(O)[C@@H]([C@@H]([C@@H]([C@@H](CO)O)O)O)O.C(O)[C@@H](O)C(O)[C@H](O)CO.C(O)[C@@H]([C@@H]([C@@H](CO)O)O)O>>[CH2:10]([OH:11])[C@@H:8]([C@H:6]([C@H:4]([C@@H:2]([CH2:1][OH:12])[OH:3])[OH:5])[OH:7])[OH:9]. Procedure details: talitol; iditol; allitol; altritol; guilitol; arabitol; ribitol; The reactants are CC=1C=C(C=CC1C)O (3,4-dimethylphenol), 1-(2'-pyridyl)-2-bromoethanol, Br (hydrobromide), [H-].[Na+] (sodium hydride). Run in O1CCCC1 (tetrahydrofuran). Run at time 30 minute. Product: CC=1C=C([O-])C=CC1C.[Na+] (sodium 3,4-dimethylphenoxide), oil. RXN SMILES: [CH3:1][C:2]1[CH:3]=[C:4]([OH:9])[CH:5]=[CH:6][C:7]=1[CH3:8].[H-].[Na+:11].Br>O1CCCC1>[CH3:1][C:2]1[CH:3]=[C:4]([CH:5]=[CH:6][C:7]=1[CH3:8])[O-:9].[Na+:11] |f:1.2,5.6|. Procedure: A solution of sodium 3,4-dimethylphenoxide was prepared by adding slowly with stirring and under nitrogen a solution of 3,4-dimethylphenol (48.86, 0.4 mole) in 250 ml of tetrahydrofuran (distilled from lithium aluminum hydride) to a suspension of 50% sodium hydride (18.2 g, 0.4 mole) previously washed with hexane and in 250 ml of tetrahydrofuran. After stirring for 30 minutes at room temperature, all evolution of hydrogen ceased and 1-(2'-pyridyl)-2-bromoethanol* hydrobromide (28.3 g, 0.1 mole) ...